From a dataset of the Open Reaction Database (ORD), a public repository of structured organic reaction records. describe an organic reaction: reactants, conditions, products, and yield The reactants are O (water), aqueous solution, [OH-].[Na+] (sodium hydroxide), Cl (hydrochloric acid), FC=1C(=CC2=C(SC=C2)C1OC)CC(=O)OC (methyl 2-(6-fluoro-7-methoxybenzo[b]thiophen-5-yl)-acetate). Run in C(C)(=O)OCC (ethyl acetate), CO (methanol). Conditions: time 4 hour. Product: FC=1C(=CC2=C(SC=C2)C1OC)CC(=O)O (2-(6-fluoro-7-methoxybenzo[b]thiophen-5-yl)-acetic acid). Isolated yield 76.6%. Reaction SMILES: [F:1][C:2]1[C:3]([CH2:13][C:14]([O:16]C)=[O:15])=[CH:4][C:5]2[CH:9]=[CH:8][S:7][C:6]=2[C:10]=1[O:11][CH3:12].[OH-].[Na+].O.Cl>CO.C(OCC)(=O)C>[F:1][C:2]1[C:3]([CH2:13][C:14]([OH:16])=[O:15])=[CH:4][C:5]2[CH:9]=[CH:8][S:7][C:6]=2[C:10]=1[O:11][CH3:12] |f:1.2|. Procedure: In 39 mL of methanol is dissolved 3.87 g of methyl 2-(6-fluoro-7-methoxybenzo[b]thiophen-5-yl)-acetate, to which is added 6.6 mL of 3 mol/L aqueous solution of sodium hydroxide. The mixture is stirred at ambient temperature for 4 hours. The reaction mixture is concentrated under reduced pressure, the residue thus obtained is mixed with water and ethyl acetate, and pH is adjusted to 1 with 6 mol/L hydrochloric acid. The organic layer is separated, washed with saturated aqueous solution of sodium ... Starting materials: CCOC(=O)C(C)(C)Oc1cc(OCCCCCOc2ccc(C#N)cc2)ccc1C(=O)N(C(C)C)C(C)C, CC[O-], CCO, Cl, NO, [Na+]. Product: CCOC(=O)C(C)(C)Oc1cc(OCCCCCOc2ccc(C(N)=NO)cc2)ccc1C(=O)N(C(C)C)C(C)C. As a reaction SMILES: [C:1](#[N:2])[c:3]1[cH:4][cH:5][c:6]([O:7][CH2:8][CH2:9][CH2:10][CH2:11][CH2:12][O:13][c:14]2[cH:15][cH:16][c:17]([C:29](=[O:30])[N:31]([CH:32]([CH3:33])[CH3:34])[CH:35]([CH3:36])[CH3:37])[c:18]([O:19][C:20]([C:21](=[O:22])[O:23][CH2:24][CH3:25])([CH3:26])[CH3:27])[cH:28]2)[cH:38][cH:39]1.[CH3:44][CH2:45][O-:46].[CH3:47][CH2:48][OH:49].[ClH:40].[NH2:41][OH:42].[Na+:43]>>[C:1]([NH2:2])([c:3]1[cH:4][cH:5][c:6]([O:7][CH2:8][CH2:9][CH2:10][CH2:11][CH2:12][O:13][c:14]2[cH:15][cH:16][c:17]([C:29](=[O:30])[N:31]([CH:32]([CH3:33])[CH3:34])[CH:35]([CH3:36])[CH3:37])[c:18]([O:19][C:20]([C:21](=[O:22])[O:23][CH2:24][CH3:25])([CH3:26])[CH3:27])[cH:28]2)[cH:38][cH:39]1)=[N:41][OH:42]. Reactants: C(C)(=O)N1CCC(CC1)C(=O)N1C[C@H]([C@@H](CC1)NC)C1=CC(=C(C=C1)Cl)Cl ((3R,4R)-1-[(1-acetylpiperidin-4-yl)carbonyl]-3-(3,4-dichlorophenyl)-N-methylpiperidin-4-amine), ClC1=C(C=C(C(=O)O)C=C1)C(F)(F)F (4-chloro-3-trifluoromethylbenzoic acid). Product: C(C)(=O)N1CCC(CC1)C(=O)N1C[C@H]([C@@H](CC1)N(C(C1=CC(=C(C=C1)Cl)C(F)(F)F)=O)C)C1=CC(=C(C=C1)Cl)Cl (N-[(3R,4R)-1-[(1-acetylpiperidin-4-yl)carbonyl]-3-(3,4-dichlorophenyl)piperidin-4-yl]-4-chloro-N-methyl-3-(trifluoromethyl)benzamide). Reaction SMILES: [C:1]([N:4]1[CH2:9][CH2:8][CH:7]([C:10]([N:12]2[CH2:17][CH2:16][C@@H:15]([NH:18][CH3:19])[C@H:14]([C:20]3[CH:25]=[CH:24][C:23]([Cl:26])=[C:22]([Cl:27])[CH:21]=3)[CH2:13]2)=[O:11])[CH2:6][CH2:5]1)(=[O:3])[CH3:2].[Cl:28][C:29]1[CH:37]=[CH:36][C:32]([C:33]([OH:35])=O)=[CH:31][C:30]=1[C:38]([F:41])([F:40])[F:39]>>[C:1]([N:4]1[CH2:5][CH2:6][CH:7]([C:10]([N:12]2[CH2:17][CH2:16][C@@H:15]([N:18]([CH3:19])[C:33](=[O:35])[C:32]3[CH:36]=[CH:37][C:29]([Cl:28])=[C:30]([C:38]([F:41])([F:40])[F:39])[CH:31]=3)[C@H:14]([C:20]3[CH:25]=[CH:24][C:23]([Cl:26])=[C:22]([Cl:27])[CH:21]=3)[CH2:13]2)=[O:11])[CH2:8][CH2:9]1)(=[O:3])[CH3:2]. Reported procedure: Using the compound obtained in Example 78 and 4-chloro-3-trifluoromethylbenzoic acid, and by the reaction and purification in the same manner as in Example 3, the title compound was obtained. Starting materials: BrC=1C=NC=C(C1)Br (3,5-dibromopyridine), [Li+].CC(C)[N-]C(C)C (LDA), [NH4+].[Cl-] (NH4Cl), C(C=C)Br (allyl bromide). Solvent: C1CCOC1 (THF), C1CCOC1 (THF). Run at temperature -78 celsius, time 10 minute. Yields the product C(C=C)C1=C(C=NC=C1Br)Br (4-allyl-3,5-dibromo-pyridine). As a reaction SMILES: [Br:1][C:2]1[CH:3]=[N:4][CH:5]=[C:6]([Br:8])[CH:7]=1.[Li+].[CH3:10][CH:11]([N-]C(C)C)[CH3:12].C(Br)C=C.[NH4+].[Cl-]>C1COCC1>[CH2:12]([C:7]1[C:6]([Br:8])=[CH:5][N:4]=[CH:3][C:2]=1[Br:1])[CH:11]=[CH2:10] |f:1.2,4.5|. Procedure details: A THF (100 mL) solution of 3,5-dibromopyridine (5 g, 21.1 mmol) at −78° C. was added via cannula to a solution of LDA (22.2 mmol) in THF (700 mL) at −78° C. keeping the temperature <60° C. After stirring for 10 min. at −78° C., allyl bromide (2.56 mL, 29.5 mmol) was added via syringe and the reaction mixture was stirred for 2 hr at −78° C. Saturated NH4Cl (100 mL) was added slowly to quench the reaction. The organic layer was separated, washed with brine and dried (MgSO4). Filtration and concent... The reactants are CC(C)(C)OC(=O)NC1C(=O)N(OCc2ccccc2)C1C(N)=O, CO. The product is CC(C)(C)OC(=O)NC1C(=O)N(O)C1C(N)=O. RXN SMILES: [CH2:1]([c:2]1[cH:3][cH:4][cH:5][cH:6][cH:7]1)[O:8][N:9]1[C:10](=[O:24])[CH:11]([NH:16][C:17](=[O:18])[O:19][C:20]([CH3:21])([CH3:22])[CH3:23])[CH:12]1[C:13]([NH2:14])=[O:15].[CH3:25][OH:26]>>[OH:8][N:9]1[C:10](=[O:24])[CH:11]([NH:16][C:17](=[O:18])[O:19][C:20]([CH3:21])([CH3:22])[CH3:23])[CH:12]1[C:13]([NH2:14])=[O:15].